describe an organic reaction: reactants, conditions, products, and yield From a dataset of the Open Reaction Database (ORD), a public repository of structured organic reaction records. The reactants are CCOC=C(C(=O)OCC)C(=O)OCC, Cc1ccccc1, Cc1nc2ccc(N)nc2n1C. The product is CCOC(=O)C(=CNc1ccc2nc(C)n(C)c2n1)C(=O)OCC. RXN SMILES: [CH2:13]([O:14][CH:16]=[C:17]([C:18](=[O:19])[O:20][CH2:21][CH3:22])[C:23](=[O:24])[O:25][CH2:26][CH3:27])[CH3:15].[CH3:28][c:29]1[cH:30][cH:31][cH:32][cH:33][cH:34]1.[NH2:1][c:2]1[cH:3][cH:4][c:5]2[c:6]([n:7]1)[n:8]([CH3:12])[c:9]([CH3:11])[n:10]2>>[NH:1]([c:2]1[cH:3][cH:4][c:5]2[c:6]([n:7]1)[n:8]([CH3:12])[c:9]([CH3:11])[n:10]2)[CH:16]=[C:17]([C:18](=[O:19])[O:20][CH2:21][CH3:22])[C:23](=[O:24])[O:25][CH2:26][CH3:27].